Dataset: the Open Reaction Database (ORD), a public repository of structured organic reaction records. Task: describe an organic reaction: reactants, conditions, products, and yield Reactants: CC(=O)OC1CC(n2cnc3c(N)ncnc32)OC1CO[Si](C)(C)C(C)(C)C, CC(C)(C)ON=O, ClCCl, [Na+], O=C([O-])O, C[Si](C)(C)Br. Yields the product CC(=O)OC1CC(n2cnc3c(Br)ncnc32)OC1CO[Si](C)(C)C(C)(C)C. As a reaction SMILES: [C:1]([CH3:2])(=[O:3])[O:4][CH:5]1[CH:6]([CH2:20][O:21][Si:22]([CH3:23])([CH3:24])[C:25]([CH3:26])([CH3:27])[CH3:28])[O:7][CH:8]([n:10]2[c:11]3[n:12][cH:13][n:14][c:15]([NH2:19])[c:16]3[n:17][cH:18]2)[CH2:9]1.[C:34]([O:35][N:36]=[O:37])([CH3:38])([CH3:39])[CH3:40].[Cl:46][CH2:47][Cl:48].[Na+:45].[O-:41][C:42]([OH:43])=[O:44].[Si:29]([CH3:30])([CH3:31])([CH3:32])[Br:33]>>[C:1]([CH3:2])(=[O:3])[O:4][CH:5]1[CH:6]([CH2:20][O:21][Si:22]([CH3:23])([CH3:24])[C:25]([CH3:26])([CH3:27])[CH3:28])[O:7][CH:8]([n:10]2[c:11]3[n:12][cH:13][n:14][c:15]([Br:33])[c:16]3[n:17][cH:18]2)[CH2:9]1. Reactants: CCO, O=Cc1ccc(Cl)cc1, NCc1ccccc1O. Yields the product Oc1ccccc1CN=Cc1ccc(Cl)cc1. RXN SMILES: [CH3:19][CH2:20][OH:21].[Cl:10][c:11]1[cH:12][cH:13][c:14]([CH:15]=[O:16])[cH:17][cH:18]1.[NH2:1][CH2:2][c:3]1[c:4]([OH:9])[cH:5][cH:6][cH:7][cH:8]1>>[N:1]([CH2:2][c:3]1[c:4]([OH:9])[cH:5][cH:6][cH:7][cH:8]1)=[CH:15][c:14]1[cH:13][cH:12][c:11]([Cl:10])[cH:18][cH:17]1.